Dataset: the Open Reaction Database (ORD), a public repository of structured organic reaction records. Task: describe an organic reaction: reactants, conditions, products, and yield Reported procedure: A mixture of 1 g. 2,6-diphenyl-4-phenacylidene-4H-pyran, 1.3 g. of 4-methylflavylium perchlorate and 20 ml. of acetic anhydride was refluxed for 15 minutes, chilled and the solid was collected and purified by extraction. The resultant product had a melting point of 299°-300° C. and was identified as the above-noted pyrylium salt having an empirical formula of C41H29ClO6. The reactants are C1(=CC=CC=C1)C=1OC(=CC(C1)=CC(=O)C1=CC=CC=C1)C1=CC=CC=C1 (2,6-diphenyl-4-phenacylidene-4H-pyran), Cl(=O)(=O)(=O)[O-].CC1=CC(=[O+]C2=CC=CC=C12)C1=CC=CC=C1 (4-methylflavylium perchlorate), C(C)(=O)OC(C)=O (acetic anhydride). Reaction SMILES: [C:1]1([C:7]2[O:8][C:9]([C:22]3[CH:27]=[CH:26][CH:25]=[CH:24][CH:23]=3)=[CH:10][C:11](=[CH:13][C:14]([C:16]3[CH:21]=[CH:20][CH:19]=[CH:18][CH:17]=3)=O)[CH:12]=2)[CH:6]=[CH:5][CH:4]=[CH:3][CH:2]=1.[Cl:28]([O-:32])(=[O:31])(=[O:30])=[O:29].[CH3:33][C:34]1[C:43]2[C:38](=[CH:39][CH:40]=[CH:41][CH:42]=2)[O+:37]=[C:36]([C:44]2[CH:49]=[CH:48][CH:47]=[CH:46][CH:45]=2)[CH:35]=1.C(OC(=O)C)(=O)C>>[Cl:28]([O-:32])(=[O:31])(=[O:30])=[O:29].[C:22]1([C:9]2[O:8][C:7]([C:1]3[CH:6]=[CH:5][CH:4]=[CH:3][CH:2]=3)=[CH:12][C:11](=[CH:13][C:14]([C:16]3[CH:17]=[CH:18][CH:19]=[CH:20][CH:21]=3)=[CH:33][C:34]3[C:43]4[C:38](=[CH:39][CH:40]=[CH:41][CH:42]=4)[O+:37]=[C:36]([C:44]4[CH:49]=[CH:48][CH:47]=[CH:46][CH:45]=4)[CH:35]=3)[CH:10]=2)[CH:23]=[CH:24][CH:25]=[CH:26][CH:27]=1 |f:1.2,4.5|. Product: Cl(=O)(=O)(=O)[O-].C1(=CC=CC=C1)C=1OC(=CC(C1)=CC(=CC1=CC(=[O+]C2=CC=CC=C12)C1=CC=CC=C1)C1=CC=CC=C1)C1=CC=CC=C1 (4-[3-(2,6-Diphenyl-4H-pyran-4-ylidene)-2-phenylpropen-1-yl]flavylium perchlorate). Reactants: ClN1C(CCC1=O)=O (N-Chlorosuccinimide), C(C1=CC=CC=C1)(=O)N (benzamide). Solvent: C(C)#N (acetonitrile). Product: ClC=1C=CC=C(C(=O)N)C1 (5-chlorobenzamide). Procedure: N-Chlorosuccinimide (2.4 parts) is added to a solution of the primary benzamide (from method D or E) in dry acetonitrile, and the mixture is refluxed for 1 hour. This is partitioned between ether and aqueous Na2S2O3 and the organic layer is washed with 10% NaOH followed with brine, dried (MgSO4), filtered through silica gel, and concentrated to give the crude 5-chlorobenzamide. As a reaction SMILES: [Cl:1]N1C(=O)CCC1=O.[C:9]([NH2:17])(=[O:16])[C:10]1[CH:15]=[CH:14][CH:13]=[CH:12][CH:11]=1>C(#N)C>[Cl:1][C:14]1[CH:13]=[CH:12][CH:11]=[C:10]([CH:15]=1)[C:9]([NH2:17])=[O:16]. Starting materials: B.C(C)(C)OC1=CC=C(C=N1)OC1=CC=C(C=C1)CC[C@@H](C(C)C)N.C1CCOC1 ((S)-1-{2-[4-(6-isopropoxypyridin-3-yloxy)phenyl]ethyl}-2-methylpropylamine Borane THF), C(C1=CC=CC=C1)ON=C(CCC1=CC=C(C=C1)OC=1C=NC(=CC1)OC(C)C)C(C)C (1-[4-(6-isopropoxypyridin-3-yloxy)phenyl]-4-methylpentan-3-one O-benzyloxime), B.C1CCOC1 (borane THF), Cl (hydrochloric acid), O1B(OCC1)OC([C@H](C(C)C)N)(C1=CC=CC=C1)C1=CC=CC=C1 ((S)-1-[([1,3,2]dioxaborolan-2-yloxy)-diphenylmethyl]-2-methylpropylamine), [OH-].[Na+] (sodium hydroxide). The solvent is C1CCOC1 (THF). Run at time 2 day. Yields the product C(C)(C)OC1=CC=C(C=N1)OC1=CC=C(C=C1)CC[C@H](C(C)C)N ((R)-1-{2-[4-(6-isopropoxypyridin-3-yloxy)phenyl]ethyl}-2-methylpropylamine). As a reaction SMILES: B.[CH:2]([O:5][C:6]1[N:11]=[CH:10][C:9]([O:12][C:13]2[CH:18]=[CH:17][C:16]([CH2:19][CH2:20][C@H:21]([NH2:25])[CH:22]([CH3:24])[CH3:23])=[CH:15][CH:14]=2)=[CH:8][CH:7]=1)([CH3:4])[CH3:3].C1COCC1.C(ON=C(C(C)C)CCC1C=CC(OC2C=NC(OC(C)C)=CC=2)=CC=1)C1C=CC=CC=1.O1CCOB1OC(C1C=CC=CC=1)(C1C=CC=CC=1)[C@@H](N)C(C)C.B.C1COCC1.Cl.[OH-].[Na+]>C1COCC1>[CH:2]([O:5][C:6]1[N:11]=[CH:10][C:9]([O:12][C:13]2[CH:18]=[CH:17][C:16]([CH2:19][CH2:20][C@@H:21]([NH2:25])[CH:22]([CH3:24])[CH3:23])=[CH:15][CH:14]=2)=[CH:8][CH:7]=1)([CH3:4])[CH3:3] |f:0.1.2,5.6,8.9|. Procedure details: (S)-1-{2-[4-(6-isopropoxypyridin-3-yloxy)phenyl]ethyl}-2-methylpropylamine Borane-THF (2.87 ml, 2.87 mmol) is added dropwise under argon at 0° C. to 1-[4-(6-isopropoxypyridin-3-yloxy)phenyl]-4-methylpentan-3-one O-benzyloxime (310 mg, 0.717 mmol) in 15 ml of anhydrous THF. Then, (S)-1-[([1,3,2]dioxaborolan-2-yloxy)-diphenylmethyl]-2-methylpropylamine (23.3 mg) is added and the mixture is stirred for 2 days. Following addition of twice 1.5 ml of borane-THF stirring is continued for 4 h each time.... Reactants: [Ag+], CCOC(=O)C(CCn1cccc1C(=O)c1ccccc1)C(=O)OCC, CC(=O)[O-], CC(=O)[O-], CC(=O)[O-], CC(=O)O, CC(=O)OC(C)=O, [Mn+2], O=[N+]([O-])[O-], [Na+], [Na+], [Na+], O, O, O, O, O, O=S(=O)([O-])OOS(=O)(=O)[O-]. Yields the product CCOC(=O)C1(C(=O)OCC)CCn2c(C(=O)c3ccccc3)ccc21. As a reaction SMILES: [Ag+:72].[C:25]([c:26]1[cH:27][cH:28][cH:29][cH:30][cH:31]1)(=[O:32])[c:33]1[n:34]([CH2:38][CH2:39][CH:40]([C:41](=[O:42])[O:43][CH2:44][CH3:45])[C:46](=[O:47])[O:48][CH2:49][CH3:50])[cH:35][cH:36][cH:37]1.[C:59]([O-:60])(=[O:61])[CH3:62].[C:64]([O-:65])(=[O:66])[CH3:67].[CH3:2][C:3](=[O:4])[O-:5].[CH3:51][C:52](=[O:53])[OH:54].[CH3:6][C:7]([O:8][C:9](=[O:10])[CH3:11])=[O:12].[Mn+2:63].[N+:68]([O-:69])([O-:70])=[O:71].[Na+:1].[Na+:23].[Na+:24].[OH2:55].[OH2:56].[OH2:57].[OH2:58].[OH2:73].[S:13]([O:14][O:15][S:16]([O-:17])(=[O:18])=[O:19])([O-:20])(=[O:21])=[O:22]>>[C:25]([c:26]1[cH:27][cH:28][cH:29][cH:30][cH:31]1)(=[O:32])[c:33]1[n:34]2[c:35]([cH:36][cH:37]1)[C:40]([C:41](=[O:42])[O:43][CH2:44][CH3:45])([C:46](=[O:47])[O:48][CH2:49][CH3:50])[CH2:39][CH2:38]2. Reactants: P(=O)(Cl)(Cl)Cl (phosphoryl chloride), C(=O)NC=1SC=C(N1)C(C(=O)O)=NOCCOC=O (2-(2-Formamidothiazol-4-yl)-2-(2-formyloxyethoxyimino)acetic acid), C[N+](=CCl)C.[Cl-] (Vilsmeier reagent), C([O-])(O)=O.[Na+] (sodium bicarbonate), NC1[C@@H]2N(C(=C(CS2)CSC2=NN=NN2CC=C)C(=O)O)C1=O (7-amino-3-(1-allyl-1H-tetrazol-5-yl)thiomethyl-3-cephem-4-carboxylic acid), C[Si](C)(C)CC(=O)N (trimethylsilylacetamide), resultant solution. Run in C(C)(=O)OCC (ethyl acetate), CN(C=O)C (N,N-dimethylformamide), C(C)(=O)OCC (ethyl acetate), O (water). Run at time 30 minute. Yields the product C(=O)NC=1SC=C(N1)C(C(=O)NC1[C@@H]2N(C(=C(CS2)CSC2=NN=NN2CC=C)C(=O)O)C1=O)=NOCCOC=O (7-[2-(2-formamidothiazol-4-yl)-2-(2-formyloxyethoxyimino)acetamido]-3-(1-allyl-1H-tetrazol-5-yl)thiomethyl-3-cephem-4-carboxylic acid). Isolated yield 67.4%. Reaction SMILES: [CH:1]([NH:3][C:4]1[S:5][CH:6]=[C:7]([C:9](=[N:13][O:14][CH2:15][CH2:16][O:17][CH:18]=[O:19])[C:10]([OH:12])=O)[N:8]=1)=[O:2].C[N+](C)=CCl.[Cl-].P(Cl)(Cl)(Cl)=O.[NH2:31][CH:32]1[C:52](=[O:53])[N:34]2[C:35]([C:49]([OH:51])=[O:50])=[C:36]([CH2:39][S:40][C:41]3[N:45]([CH2:46][CH:47]=[CH2:48])[N:44]=[N:43][N:42]=3)[CH2:37][S:38][C@H:33]12.C[Si](CC(N)=O)(C)C.C(=O)(O)[O-].[Na+]>C(OCC)(=O)C.O.CN(C)C=O>[CH:1]([NH:3][C:4]1[S:5][CH:6]=[C:7]([C:9](=[N:13][O:14][CH2:15][CH2:16][O:17][CH:18]=[O:19])[C:10]([NH:31][CH:32]2[C:52](=[O:53])[N:34]3[C:35]([C:49]([OH:51])=[O:50])=[C:36]([CH2:39][S:40][C:41]4[N:45]([CH2:46][CH:47]=[CH2:48])[N:44]=[N:43][N:42]=4)[CH2:37][S:38][C@H:33]23)=[O:12])[N:8]=1)=[O:2] |f:1.2,6.7|. Reported procedure: 2-(2-Formamidothiazol-4-yl)-2-(2-formyloxyethoxyimino)acetic acid (syn isomer, 3.6 g.) was added to Vilsmeier reagent prepared from N,N-dimethylformamide (1.1 g.) and phosphoryl chloride (2.3 g.) in dry ethyl acetate (48.4 ml.) at 0° to 5° C. and stirred for 30 minutes to give an activated acid solution. The solution was added to a solution of 7-amino-3-(1-allyl-1H-tetrazol-5-yl)thiomethyl-3-cephem-4-carboxylic acid (4.4 g.) and trimethylsilylacetamide (11.4 g.) in ethyl acetate (88 ml.) at -10°... The reactants are ClCCl, CCOCc1nc2c(N)nc3ccccc3c2n1CCNC(=O)NC(C)C. Product: CC(C)NC(=O)NCCn1c(CO)nc2c(N)nc3ccccc3c21. RXN SMILES: [Cl:28][CH2:29][Cl:30].[NH2:1][c:2]1[n:3][c:4]2[cH:5][cH:6][cH:7][cH:8][c:9]2[c:10]2[c:11]1[n:12][c:13]([CH2:24][O:25][CH2:26][CH3:27])[n:14]2[CH2:15][CH2:16][NH:17][C:18](=[O:19])[NH:20][CH:21]([CH3:22])[CH3:23]>>[NH2:1][c:2]1[n:3][c:4]2[cH:5][cH:6][cH:7][cH:8][c:9]2[c:10]2[c:11]1[n:12][c:13]([CH2:24][OH:25])[n:14]2[CH2:15][CH2:16][NH:17][C:18](=[O:19])[NH:20][CH:21]([CH3:22])[CH3:23]. Starting materials: C, CO, Cc1ccc([N+](=O)[O-])c(O)c1, [Pd]. Product: Cc1ccc(N)c(O)c1. RXN SMILES: [C:12].[CH3:14][OH:15].[CH3:1][c:2]1[cH:3][cH:4][c:5]([N+:9]([O-:10])=[O:11])[c:6]([OH:8])[cH:7]1.[Pd:13]>>[CH3:1][c:2]1[cH:3][cH:4][c:5]([NH2:9])[c:6]([OH:8])[cH:7]1.